Dataset: the Open Reaction Database (ORD), a public repository of structured organic reaction records. Task: describe an organic reaction: reactants, conditions, products, and yield The reactants are BrC1=C(C=2CCCCC2C=C1)C1=C(C=CC=2CCCCC12)Br (2,2'-dibromo-5,5',6,6',7,7',8,8'-octahydro-1,1'-binaphthalene), ( 1 ), [Mg] (magnesium), II (iodine), BrCCBr (1,2-dibromoethane), C1(=CC=CC=C1)P(=O)(C1=CC=CC=C1)Cl (diphenylphosphinic acid chloride). Solvent: C1(=CC=CC=C1)C (toluene), O1CCCC1 (tetrahydrofuran), O1CCCC1 (tetrahydrofuran), O (water). Conditions: temperature 94 celsius, time 7 hour. The product is C1(=CC=CC=C1)P(=O)(C1=C(C=2CCCCC2C=C1)C1=C(C=CC=2CCCCC12)P(=O)(C1=CC=CC=C1)C1=CC=CC=C1)C1=CC=CC=C1 (2,2'-bis(diphenylphosphinyl)-5,5',6,6',7,7',8,8'-octahydro-1,1'-binaphthyl). Isolated yield 64.1%. Reaction SMILES: [Mg].II.Br[CH2:5][CH2:6]Br.Br[C:9]1[CH:18]=[CH:17][C:16]2[CH2:15][CH2:14][CH2:13][CH2:12][C:11]=2[C:10]=1[C:19]1[C:28]2[CH2:27][CH2:26][CH2:25][CH2:24][C:23]=2[CH:22]=[CH:21][C:20]=1Br.[C:30]1([P:36](Cl)([C:38]2[CH:43]=[CH:42][CH:41]=[CH:40][CH:39]=2)=[O:37])[CH:35]=[CH:34][CH:33]=[CH:32][CH:31]=1>O.C1(C)C=CC=CC=1.O1CCCC1>[C:30]1([P:36]([C:6]2[CH:5]=[CH:43][CH:38]=[CH:39][CH:40]=2)([C:9]2[CH:18]=[CH:17][C:16]3[CH2:15][CH2:14][CH2:13][CH2:12][C:11]=3[C:10]=2[C:19]2[C:28]3[CH2:27][CH2:26][CH2:25][CH2:24][C:23]=3[CH:22]=[CH:21][C:20]=2[P:36]([C:38]2[CH:43]=[CH:42][CH:41]=[CH:40][CH:39]=2)([C:30]2[CH:35]=[CH:34][CH:33]=[CH:32][CH:31]=2)=[O:37])=[O:37])[CH:35]=[CH:34][CH:33]=[CH:32][CH:31]=1. Procedure: A one liter capacity four neck flask was charged with 4.26 g (0.177 mol) of magnesium, the atmosphere in the flask was replaced with nitrogen gas and then a small amount of iodine was added thereto. To this were added 20 ml of dry tetrahydrofuran and, using an injector, 0.6 ml of 1,2-dibromoethane in that order. Through a dropping funnel and spending 7 hours, to this was added dropwise a mixture solution of 330 ml toluene and 90 ml tetrahydrofuran containing 32.5 g (0.0774 mol) of 2,2'-dibromo-5... Starting materials: material, COC1=NC(=NC(=N1)OC)C1(C(NC2=C(C=CC=C12)F)=O)C (3-(4,6-Dimethoxy-1,3,5-triazin-2-yl)-7-fluoro-3-methyl-1,3-dihydro-2H-indol-2-one), CN1C=NC=C1 (1-methyl-1H-imidazole), FC(S(=O)(=O)Cl)F (difluoromethanesulfonyl chloride). The solvent is ClCCl (dichloromethane). Conditions: temperature -20 celsius. Product: FC(S(=O)(=O)N1C(C(C2=CC=CC(=C12)F)(C)C1=NC(=NC(=N1)OC)OC)=O)F (1-[(difluoromethyl)sulfonyl]-3-(4,6-dimethoxy-1,3,5-triazin-2-yl)-7-fluoro-3-methyl-1,3-dihydro-2H-indol-2-one). Yield: 25.0%. Reaction SMILES: [CH3:1][O:2][C:3]1[N:8]=[C:7]([O:9][CH3:10])[N:6]=[C:5]([C:11]2([CH3:22])[C:19]3[C:14](=[C:15]([F:20])[CH:16]=[CH:17][CH:18]=3)[NH:13][C:12]2=[O:21])[N:4]=1.CN1C=CN=C1.[F:29][CH:30]([F:35])[S:31](Cl)(=[O:33])=[O:32]>ClCCl>[F:29][CH:30]([F:35])[S:31]([N:13]1[C:14]2[C:19](=[CH:18][CH:17]=[CH:16][C:15]=2[F:20])[C:11]([C:5]2[N:4]=[C:3]([O:2][CH3:1])[N:8]=[C:7]([O:9][CH3:10])[N:6]=2)([CH3:22])[C:12]1=[O:21])(=[O:33])=[O:32]. Procedure details: 3-(4,6-Dimethoxy-1,3,5-triazin-2-yl)-7-fluoro-3-methyl-1,3-dihydro-2H-indol-2-one (0.50 g) and 1-methyl-1H-imidazole (0.37 g) are introduced as initial charge in 5 ml of dichloromethane and cooled to −20° C. With stirring, difluoromethanesulfonyl chloride (0.58 g) is added dropwise and the mixture is slowly warmed to room temperature. The mixture is stirred for 3 hours at room temperature. HPLC analysis detects starting material (67%), the desired product (25%) and further components. The mixtur... Reactants: FC1=C(C=O)C(=C(C(=C1F)F)F)F (2,3,4,5,6-pentafluorobenzaldehyde), ( 86.0 ), CC(OCC)=O (EA). Yields the product FC1=C(C(C(=O)O)O)C(=C(C(=C1F)F)F)F (2,3,4,5,6-Pentafluoromandelic acid). RXN SMILES: [F:1][C:2]1[C:9]([F:10])=[C:8]([F:11])[C:7]([F:12])=[C:6]([F:13])[C:3]=1[CH:4]=[O:5].C[C:15](=[O:19])[O:16]CC>>[F:1][C:2]1[C:9]([F:10])=[C:8]([F:11])[C:7]([F:12])=[C:6]([F:13])[C:3]=1[CH:4]([OH:5])[C:15]([OH:19])=[O:16]. Reported procedure: The 2,3,4,5,6-pentafluorobenzaldehyde (49.4 g, 252 mmol) was converted to product in a manner substantially analogous to Preparation 59 to yield 52.3 g. (86.0). EA, MS(FD). Reactants: C(C)O[C@@H]1[C@@H](CNC1)NC1=NC(=C(N=C1CC)C=1C(=NC(=CC1)OC)C)CC (N-[(3R,4S)-4-ethoxypyrrolidin-3-yl]-3,6-diethyl-5-(6-methoxy-2-methylpyridin-3-yl)pyrazin-2-amine), CN(C1=CC(=C(C=N1)C=1N=C(C(=NC1CC)N[C@@H]1CN(C[C@@H]1OCC)C(=O)OCC1=CC=CC=C1)CC)C)C (benzyl (3R,4S)-3-({5-[6-(dimethylamino)-4-methylpyridin-3-yl]-3,6-diethyl pyrazin-2-yl}amino)-4-ethoxypyrrolidine-1-carboxylate). Product: CN(C1=CC(=C(C=N1)C=1N=C(C(=NC1CC)N[C@@H]1CNC[C@@H]1OCC)CC)C)C (5-[6-(dimethylamino)-4-methylpyridin-3-yl]-N-[(3R,4S)-4-ethoxypyrrolidin-3-yl]-3,6-diethylpyrazin-2-amine). RXN SMILES: C(O[C@H]1CNC[C@H]1NC1C(CC)=NC(C2C(C)=NC(OC)=CC=2)=C(CC)N=1)C.[CH3:29][N:30]([CH3:67])[C:31]1[N:36]=[CH:35][C:34]([C:37]2[N:38]=[C:39]([CH2:64][CH3:65])[C:40]([NH:45][C@H:46]3[C@@H:50]([O:51][CH2:52][CH3:53])[CH2:49][N:48](C(OCC4C=CC=CC=4)=O)[CH2:47]3)=[N:41][C:42]=2[CH2:43][CH3:44])=[C:33]([CH3:66])[CH:32]=1>>[CH3:67][N:30]([CH3:29])[C:31]1[N:36]=[CH:35][C:34]([C:37]2[N:38]=[C:39]([CH2:64][CH3:65])[C:40]([NH:45][C@H:46]3[C@@H:50]([O:51][CH2:52][CH3:53])[CH2:49][NH:48][CH2:47]3)=[N:41][C:42]=2[CH2:43][CH3:44])=[C:33]([CH3:66])[CH:32]=1. Procedure details: Following the procedure for the preparation of N-[(3R,4S)-4-ethoxypyrrolidin-3-yl]-3,6-diethyl-5-(6-methoxy-2-methylpyridin-3-yl)pyrazin-2-amine but substituting benzyl (3R,4S)-3-({5-[6-(dimethylamino)-4-methylpyridin-3-yl]-3,6-diethyl pyrazin-2-yl}amino)-4-ethoxypyrrolidine-1-carboxylate provided the title compound as an oil: 1H NMR (400 MHz, CDCl3) δ) 7.98, 6.45, 5.30, 4.51, 4.04, 3.67, 3.52, 3.43, 3.19, 3.12, 2.92, 2.69, 2.51, 2.11, 1.32–1.25, 1.15; IR (liq.) 2971 (s), 2933 (s), 2873 (s), 234...